From a dataset of the Open Reaction Database (ORD), a public repository of structured organic reaction records. describe an organic reaction: reactants, conditions, products, and yield Starting materials: O, O=[N+]([O-])O, O=c1c(CO)coc2ccccc12. The product is O=Cc1coc2ccccc2c1=O. Reaction SMILES: [OH2:14].[OH:15][N+:16](=[O:17])[O-:18].[OH:1][CH2:2][c:3]1[cH:4][o:5][c:6]2[cH:7][cH:8][cH:9][cH:10][c:11]2[c:12]1=[O:13]>>[O:1]=[CH:2][c:3]1[cH:4][o:5][c:6]2[cH:7][cH:8][cH:9][cH:10][c:11]2[c:12]1=[O:13]. The reactants are CCO, CCOC(=O)C#Cc1ccc(C(F)(F)F)cc1Cl, [Na+], [OH-]. Yields the product O=C(O)C#Cc1ccc(C(F)(F)F)cc1Cl. As a reaction SMILES: [CH3:21][CH2:22][OH:23].[Cl:1][c:2]1[c:3]([C:12]#[C:13][C:14](=[O:15])[O:16][CH2:17][CH3:18])[cH:4][cH:5][c:6]([C:8]([F:9])([F:10])[F:11])[cH:7]1.[Na+:20].[OH-:19]>>[Cl:1][c:2]1[c:3]([C:12]#[C:13][C:14](=[O:15])[OH:16])[cH:4][cH:5][c:6]([C:8]([F:9])([F:10])[F:11])[cH:7]1. The reactants are OCC=C(CC(C=C(C=CC1=C(CCCC1(C)C)C)C)OC)C (1-hydroxy-5-methoxy-3,7-dimethyl-9-(2,6,6-trimethylcyclohexene- 1-yl) -2,6,8-nonatriene). The reagents and catalysts are [O-2].[O-2].[Mn+4] (manganese dioxide). Solvent: C(Cl)Cl (methylene chloride), CCOCC (ether). Run at time 24 hour. Product: COC(CC(=CC=O)C)C=C(C=CC1=C(CCCC1(C)C)C)C (5-methoxy-3,7-dimethyl-9-(2,6,6-trimethylcyclohexene-1-yl)-nona-2,6,8-trienal). Isolated yield 91.0%. RXN SMILES: [OH:1][CH2:2][CH:3]=[C:4]([CH3:23])[CH2:5][CH:6]([O:21][CH3:22])[CH:7]=[C:8]([CH3:20])[CH:9]=[CH:10][C:11]1[C:16]([CH3:18])([CH3:17])[CH2:15][CH2:14][CH2:13][C:12]=1[CH3:19]>C(Cl)Cl.CCOCC.[O-2].[O-2].[Mn+4]>[CH3:22][O:21][CH:6]([CH:7]=[C:8]([CH3:20])[CH:9]=[CH:10][C:11]1[C:16]([CH3:18])([CH3:17])[CH2:15][CH2:14][CH2:13][C:12]=1[CH3:19])[CH2:5][C:4]([CH3:23])=[CH:3][CH:2]=[O:1] |f:3.4.5|. Reported procedure: 1.34 g (4.2 mmol) of 1-hydroxy-5-methoxy-3,7-dimethyl-9-(2,6,6-trimethylcyclohexene-1-yl)-2,6,8-nonatriene (IV) was dissolved in 40 ml of methylene chloride, to which was then added 3.66 g (42 mmol) of manganese dioxide and the mixture was stirred at an ambient temperature for 24 hours. After the resulting mixture was diluted with an ether, it was dried over anhydrous magnesium sulfate and filtered, followed by evaporation of the solvent to obtain 5-methoxy-3,7-dimethyl-9-(2,6,6-trimethylcyclohe... Reactants: O=C1NC(=O)c2ccccc21, CCOC(C)=O, COc1c2c(c(OC)c(OC)c1OC)CC(CCCCCCCCI)C2, [K], CN(C)C=O. Yields the product COc1c2c(c(OC)c(OC)c1OC)CC(CCCCCCCCN1C(=O)c3ccccc3C1=O)C2. RXN SMILES: [C:27]1(=[O:37])[c:28]2[c:29]([cH:33][cH:34][cH:35][cH:36]2)[C:30](=[O:32])[NH:31]1.[CH3:44][CH2:45][O:46][C:47](=[O:48])[CH3:49].[I:1][CH2:2][CH2:3][CH2:4][CH2:5][CH2:6][CH2:7][CH2:8][CH2:9][CH:10]1[CH2:11][c:12]2[c:13]([O:25][CH3:26])[c:14]([O:23][CH3:24])[c:15]([O:21][CH3:22])[c:16]([O:19][CH3:20])[c:17]2[CH2:18]1.[K:38].[O:39]=[CH:40][N:41]([CH3:42])[CH3:43]>>[CH2:2]([CH2:3][CH2:4][CH2:5][CH2:6][CH2:7][CH2:8][CH2:9][CH:10]1[CH2:11][c:12]2[c:13]([O:25][CH3:26])[c:14]([O:23][CH3:24])[c:15]([O:21][CH3:22])[c:16]([O:19][CH3:20])[c:17]2[CH2:18]1)[N:31]1[C:27](=[O:37])[c:28]2[c:29]([cH:33][cH:34][cH:35][cH:36]2)[C:30]1=[O:32]. Reactants: ClC=1C(=CC(=C(N)C1)[N+](=O)[O-])C1=C(C=C(C=C1)Cl)C(F)(F)F (5-chloro-4-[4-chloro-2-(trifluoromethyl)phenyl]-2-nitroaniline), Cl (hydrogen chloride), C([O-])([O-])=O.[Na+].[Na+] (sodium carbonate), O (water). The reagents and catalysts are [Zn] (Zn). The solvent is C(C)O (ethanol). Run at temperature 85 celsius, time 2 hour. The product is ClC=1C=C(C(=CC1C1=C(C=C(C=C1)Cl)C(F)(F)F)N)N (4-chloro-5-[4-chloro-2-(trifluoromethyl)phenyl]benzene-1,2-diamine). As a reaction SMILES: [Cl:1][C:2]1[C:3]([C:12]2[CH:17]=[CH:16][C:15]([Cl:18])=[CH:14][C:13]=2[C:19]([F:22])([F:21])[F:20])=[CH:4][C:5]([N+:9]([O-])=O)=[C:6]([CH:8]=1)[NH2:7].Cl.O.C(=O)([O-])[O-].[Na+].[Na+]>C(O)C.[Zn]>[Cl:1][C:2]1[CH:8]=[C:6]([NH2:7])[C:5]([NH2:9])=[CH:4][C:3]=1[C:12]1[CH:17]=[CH:16][C:15]([Cl:18])=[CH:14][C:13]=1[C:19]([F:21])([F:22])[F:20] |f:3.4.5|. Reported procedure: To a solution of 5-chloro-4-iodo-2-nitroaniline (2 g, 6.70 mmol) in dioxane (100 ml) and water (10 ml) which maintained with an inert atmosphere of nitrogen was added [4-chloro-2-(trifluoromethyl)phenyl]boronic acid (1.8 g, 8.02 mmol), K3PO4 (2.6 g, 12.24 mmol), Pd(PPH3)4 (0.78 g, 335.77 mmol) with stirring overnight at 95° C. in an oil bath. The resulting mixture was concentrated under vacuum to give a residue which was purified by a silica gel column, eluting with 2% to 3% acetate in petroleum... Starting materials: Intermediate 24, C(CCC)C=1N=C(C2=C(N1)C(=NN2)C#CCCCCCl)NCC2=CC(=C(C=C2)OC)OC (5-butyl-3-(6-chlorohex-1-yn-1-yl)-N-(3,4-dimethoxybenzyl)-1H-pyrazolo[4,3-d]pyrimidin-7-amine), Cl.FC1CCNCC1 (4-fluoropiperidine hydrochloride). The product is C(CCC)C=1N=C(C2=C(N1)C(=NN2)CCCCCCN2CCC(CC2)F)NCC2=CC(=C(C=C2)OC)OC (5-Butyl-N-(3,4-dimethoxybenzyl)-3-(6-(4-fluoropiperidin-1-yl)hexyl)-1H-pyrazolo[4,3-d]pyrimidin-7-amine). Reaction SMILES: [CH2:1]([C:5]1[N:6]=[C:7]([NH:21][CH2:22][C:23]2[CH:28]=[CH:27][C:26]([O:29][CH3:30])=[C:25]([O:31][CH3:32])[CH:24]=2)[C:8]2[NH:13][N:12]=[C:11]([C:14]#[C:15][CH2:16][CH2:17][CH2:18][CH2:19]Cl)[C:9]=2[N:10]=1)[CH2:2][CH2:3][CH3:4].Cl.[F:34][CH:35]1[CH2:40][CH2:39][NH:38][CH2:37][CH2:36]1>>[CH2:1]([C:5]1[N:6]=[C:7]([NH:21][CH2:22][C:23]2[CH:28]=[CH:27][C:26]([O:29][CH3:30])=[C:25]([O:31][CH3:32])[CH:24]=2)[C:8]2[NH:13][N:12]=[C:11]([CH2:14][CH2:15][CH2:16][CH2:17][CH2:18][CH2:19][N:38]3[CH2:39][CH2:40][CH:35]([F:34])[CH2:36][CH2:37]3)[C:9]=2[N:10]=1)[CH2:2][CH2:3][CH3:4] |f:1.2|. Procedure: Prepared similarly to Intermediate 24 from 5-butyl-3-(6-chlorohex-1-yn-1-yl)-N-(3,4-dimethoxybenzyl)-1H-pyrazolo[4,3-d]pyrimidin-7-amine and 4-fluoropiperidine hydrochloride Starting materials: C1CCOC1, CO, CN1CCN(Cc2c[nH]c([N+](=O)[O-])n2)CC1, CO, Cc1cscc1-c1ccc(C(=O)O)c2nccnc12, CO, ClCCl. The product is Cc1cscc1-c1ccc(C(=O)Nc2nc(CN3CCN(C)CC3)c[nH]2)c2nccnc12. As a reaction SMILES: [CH2:19]1[O:20][CH2:21][CH2:22][CH2:23]1.[CH3:17][OH:18].[CH3:1][N:2]1[CH2:3][CH2:4][N:5]([CH2:8][c:9]2[n:10][c:11]([N+:14]([O-:15])=[O:16])[nH:12][cH:13]2)[CH2:6][CH2:7]1.[CH3:24][OH:25].[CH3:26][c:27]1[c:28](-[c:32]2[cH:33][cH:34][c:35]([C:42](=[O:43])[OH:44])[c:36]3[n:37][cH:38][cH:39][n:40][c:41]23)[cH:29][s:30][cH:31]1.[CH3:48][OH:49].[Cl:45][CH2:46][Cl:47]>>[CH3:1][N:2]1[CH2:3][CH2:4][N:5]([CH2:8][c:9]2[n:10][c:11]([NH:14][C:42]([c:35]3[cH:34][cH:33][c:32](-[c:28]4[c:27]([CH3:26])[cH:31][s:30][cH:29]4)[c:41]4[c:36]3[n:37][cH:38][cH:39][n:40]4)=[O:43])[nH:12][cH:13]2)[CH2:6][CH2:7]1.